Dataset: the Open Reaction Database (ORD), a public repository of structured organic reaction records. Task: describe an organic reaction: reactants, conditions, products, and yield Reactants: C(C)(C)(C)OC(=O)NC([C@@H](N)CSCC1=CC=C(C=C1)C)=O (N-t-Butyloxycarbonyl-S-(4-methylbenzyl)-L-cysteine amide), FC(C(=O)O)(F)F (trifluoroacetic acid). The solvent is C(Cl)Cl (CH2Cl2). The product is CC1=CC=C(CSC[C@H](N)C(=O)N)C=C1 (S-(4-Methylbenzyl)-L-cysteine amide). As a reaction SMILES: C(OC([NH:8][C:9](=[O:22])[C@H:10]([CH2:12][S:13][CH2:14][C:15]1[CH:20]=[CH:19][C:18]([CH3:21])=[CH:17][CH:16]=1)[NH2:11])=O)(C)(C)C.FC(F)(F)C(O)=O>C(Cl)Cl>[CH3:21][C:18]1[CH:17]=[CH:16][C:15]([CH2:14][S:13][CH2:12][C@@H:10]([C:9]([NH2:8])=[O:22])[NH2:11])=[CH:20][CH:19]=1. Procedure: Treat the product of Step 1 (2.79 g) in CH2Cl2 (40 ml) with trifluoroacetic acid (10 ml) at room temperature for 18 hr. Concentrate the reaction mixture in vacuo. Dissolve the residue in CH2Cl2 and concentrate in vacuo (twice). Dissolve the white solid in EtOAc and extract with 10% sodium bicarbonate solution. Dry (MgSO4) the EtOAc and concentrate in vacuo to give the title compound, a white solid (1.53 g) m.p. 94°-95°, [α]D26 =-1.3° (MeOH).